Dataset: the Open Reaction Database (ORD), a public repository of structured organic reaction records. Task: describe an organic reaction: reactants, conditions, products, and yield The reactants are CCCN(CCSc1ccc(OCC(=O)OCC)c(C)c1)S(=O)(=O)c1sc2ccc(Cl)cc2c1Br, CCOC(C)=O, CCO, Cl, [Na+], [OH-]. The product is CCCN(CCSc1ccc(OCC(=O)O)c(C)c1)S(=O)(=O)c1sc2ccc(Cl)cc2c1Br. As a reaction SMILES: [CH2:1]([CH3:2])[O:3][C:4]([CH2:5][O:6][c:7]1[c:8]([CH3:34])[cH:9][c:10]([S:13][CH2:14][CH2:15][N:16]([CH2:17][CH2:18][CH3:19])[S:20](=[O:21])(=[O:22])[c:23]2[c:24]([Br:33])[c:25]3[c:26]([s:27]2)[cH:28][cH:29][c:30]([Cl:32])[cH:31]3)[cH:11][cH:12]1)=[O:35].[CH3:38][CH2:39][O:40][C:41]([CH3:42])=[O:43].[CH3:45][CH2:46][OH:47].[ClH:44].[Na+:37].[OH-:36]>>[O:3]=[C:4]([CH2:5][O:6][c:7]1[c:8]([CH3:34])[cH:9][c:10]([S:13][CH2:14][CH2:15][N:16]([CH2:17][CH2:18][CH3:19])[S:20](=[O:21])(=[O:22])[c:23]2[c:24]([Br:33])[c:25]3[c:26]([s:27]2)[cH:28][cH:29][c:30]([Cl:32])[cH:31]3)[cH:11][cH:12]1)[OH:35].